Dataset: the Open Reaction Database (ORD), a public repository of structured organic reaction records. Task: describe an organic reaction: reactants, conditions, products, and yield The reactants are (-)-(2S,3S)-epoxycinnamyl alcohol, solution, COCCO[AlH2-]OCCOC.[Na+] (REd-Al), C1(=CC=CC=C1)C (toluene), C(OC)COC (dimethoxyethane). Run in CCOCC (ether). Conditions: time 3 hour. Product: C1(=CC=CC=C1)[C@@H](CCO)O ((R)-3-phenyl-1,3-dihydroxypropane). Reaction SMILES: COCCO[AlH2-]O[CH2:8][CH2:9][O:10]C.[Na+].[C:13]1([CH3:19])[CH:18]=[CH:17][CH:16]=[CH:15][CH:14]=1.C(COC)[O:21]C>CCOCC>[C:13]1([C@H:19]([OH:21])[CH2:8][CH2:9][OH:10])[CH:18]=[CH:17][CH:16]=[CH:15][CH:14]=1 |f:0.1|. Procedure details: To a solution of (-)-(2S,3S)-epoxycinnamyl alcohol (1) (1.5 g, 10.0 mmol) (synthesized by the method disclosed in Gao et al., J. Org. Chem., Vol. 53, No. 17, pp. 4081-4084 (1988.), in dimethoxyethane (50 mL) was added a 3.4 molar solution of REd-Al in toluene (3.1 mL, 10.5 mmol) dropwise under nitrogen at 0° C. After stirring at room temperature for three hours, the solution was diluted with ether and quenched with 5% HCl solution. After stirring at room temperature for 30 min, the resulting whi...